Dataset: the Open Reaction Database (ORD), a public repository of structured organic reaction records. Task: describe an organic reaction: reactants, conditions, products, and yield The product is OC1=CC=C2C=CC=C(C2=C1)N1C(CN(CC1)CC1=CN=C(N1CC1=CC(=C(C=C1)C#N)F)C)=O (1-(7-Hydroxy-1-naphthyl)-4-[1-(4-cyano-3-fluorobenzyl)-2-methyl-5-imidazolylmethyl]-2-piperazinone). The reagents and catalysts are [Pd] (Pd/C), [Pd] (palladium on carbon). As a reaction SMILES: C([O:8][C:9]1[CH:18]=[C:17]2[C:12]([CH:13]=[CH:14][CH:15]=[C:16]2[N:19]2[CH2:24][CH2:23][N:22]([CH2:25][C:26]3[N:30]([CH2:31][C:32]4[CH:37]=[CH:36][C:35]([C:38]#[N:39])=[C:34]([F:40])[CH:33]=4)[C:29]([CH3:41])=[N:28][CH:27]=3)[CH2:21][C:20]2=[O:42])=[CH:11][CH:10]=1)C1C=CC=CC=1.[H][H]>CO.CCOC(C)=O.[Pd]>[OH:8][C:9]1[CH:18]=[C:17]2[C:12]([CH:13]=[CH:14][CH:15]=[C:16]2[N:19]2[CH2:24][CH2:23][N:22]([CH2:25][C:26]3[N:30]([CH2:31][C:32]4[CH:37]=[CH:36][C:35]([C:38]#[N:39])=[C:34]([F:40])[CH:33]=4)[C:29]([CH3:41])=[N:28][CH:27]=3)[CH2:21][C:20]2=[O:42])=[CH:11][CH:10]=1 |f:2.3|. Conditions: time 4 hour. Starting materials: C(C1=CC=CC=C1)OC1=CC=C2C=CC=C(C2=C1)N1C(CN(CC1)CC1=CN=C(N1CC1=CC(=C(C=C1)C#N)F)C)=O (1-(7-Benzyloxy-1-naphthyl)-4-[1-(4-cyano-3-fluorobenzyl)-2-methyl-5-imidazolylmethyl]-2-piperazinone), [H][H] (hydrogen). Reported procedure: To a solution of the benzyl ether from Step B (419 mg, 0.75 mmol) in 6 mL of 1:1 MeOH/EtOAc was added 10% palladium on carbon (250 mg). The solution was stirred under a balloon atmosphere of hydrogen at room temperature. After 4 hours, another portion of Pd/C was added (250 mg). After 16 hours, the solution was filtered through celite. Concentration in vacuo provided the titled product which was used in the next reaction without further purification. Run in CO.CCOC(=O)C (MeOH EtOAc). Reactants: C(C)(C)(C)OC(=O)N1CC(C1)N (3-amino-azetidine-1-carboxylic acid tert-butyl ester), O=C1N(C(C2=CC=CC=C12)=O)CCS(=O)(=O)Cl (2-(1,3-dioxo-1,3-dihydro-isoindol-2-yl)-ethanesulfonyl chloride). The product is C(C)(C)(C)OC(=O)N1CC(C1)NS(=O)(=O)CCN1C(C2=CC=CC=C2C1=O)=O (3-[2-(1,3-Dioxo-1,3-dihydro-isoindol-2-yl)-ethanesulfonylamino]-azetidine-1-carboxylic acid tert-butyl ester). RXN SMILES: [C:1]([O:5][C:6]([N:8]1[CH2:11][CH:10]([NH2:12])[CH2:9]1)=[O:7])([CH3:4])([CH3:3])[CH3:2].[O:13]=[C:14]1[C:22]2[C:17](=[CH:18][CH:19]=[CH:20][CH:21]=2)[C:16](=[O:23])[N:15]1[CH2:24][CH2:25][S:26](Cl)(=[O:28])=[O:27]>>[C:1]([O:5][C:6]([N:8]1[CH2:11][CH:10]([NH:12][S:26]([CH2:25][CH2:24][N:15]2[C:14](=[O:13])[C:22]3[C:17](=[CH:18][CH:19]=[CH:20][CH:21]=3)[C:16]2=[O:23])(=[O:27])=[O:28])[CH2:9]1)=[O:7])([CH3:4])([CH3:2])[CH3:3]. Procedure details: 3-[2-(1,3-Dioxo-1,3-dihydro-isoindol-2-yl)-ethanesulfonylamino]-azetidine-1-carboxylic acid tert-butyl ester was prepared by an analogous procedure as described for example 1 i) starting from 189 mg (1.1 mmol) 3-amino-azetidine-1-carboxylic acid tert-butyl ester and 300 mg (1 equiv.) 2-(1,3-dioxo-1,3-dihydro-isoindol-2-yl)-ethanesulfonyl chloride. The product was obtained in crude form as light yellow foam. Yield: 480 mg MS (ES+): m/e=410. Reactants: FC=1C=C(C=CC1F)[N+](=O)[O-] (3,4-difluoronitrobenzene), C(C)(C)(CC)C1=CC=C(C=C1)O (4-tert-pentylphenol), CS(=O)C (DMSO). Run at time 22 hour. Yields the product FC1=C(C=CC(=C1)[N+](=O)[O-])OC1=CC=C(C=C1)C(C)(C)CC (2-fluoro-4-nitro-1-(4-(tert-pentyl)phenoxy)benzene). Isolated yield 98.4%. RXN SMILES: [F:1][C:2]1[CH:3]=[C:4]([N+:9]([O-:11])=[O:10])[CH:5]=[CH:6][C:7]=1F.[C:12]([C:17]1[CH:22]=[CH:21][C:20]([OH:23])=[CH:19][CH:18]=1)([CH2:15][CH3:16])([CH3:14])[CH3:13].CS(C)=O>>[F:1][C:2]1[CH:3]=[C:4]([N+:9]([O-:11])=[O:10])[CH:5]=[CH:6][C:7]=1[O:23][C:20]1[CH:21]=[CH:22][C:17]([C:12]([CH2:15][CH3:16])([CH3:13])[CH3:14])=[CH:18][CH:19]=1. Procedure: Following procedure A, 3,4-difluoronitrobenzene (502 mg, 3.16 mmol, 1.00 eq) and 4-tert-pentylphenol (693 mg, 4.22 mmol, 1.34 eq) were dissolved in DMSO (6 mL) Anhydrous K2CO3 (656 mg, 4.75 mmol, 1.50 eq) was added and the reaction mixture was stirred at room temperature for 22 h. After extraction with Et2O, the crude product was purified by flash column chromatography (SiO2; EtOAc/petrolether 1:50) to afford the title compound as pale yellow oil (943 mg, 3.11 mmol, 99% yield). Rf=0.61 (EtOAc/PE... The reactants are Cl.C1(CC1)COC1=C(C=C(C=C1)OC)C=1C2=C(N=CN1)C(=C(N2)C)C(=O)NC2CCNCC2 (4-[2-(cyclopropylmethoxy)-5-methoxyphenyl]-6-methyl-N-piperidin-4-yl-5H-pyrrolo[3,2-d]pyrimidine-7-carboxamide hydrochloride), C(CC)(=O)Cl (propionyl chloride). The product is C1(CC1)COC1=C(C=C(C=C1)OC)C=1C2=C(N=CN1)C(=C(N2)C)C(=O)NC2CCN(CC2)C(CC)=O (4-[2-(Cyclopropylmethoxy)-5-methoxyphenyl]-6-methyl-N-(1-propionylpiperidin-4-yl)-5H-pyrrolo[3,2-d]pyrimidine-7-carboxamide). As a reaction SMILES: Cl.[CH:2]1([CH2:5][O:6][C:7]2[CH:12]=[CH:11][C:10]([O:13][CH3:14])=[CH:9][C:8]=2[C:15]2[C:16]3[NH:23][C:22]([CH3:24])=[C:21]([C:25]([NH:27][CH:28]4[CH2:33][CH2:32][NH:31][CH2:30][CH2:29]4)=[O:26])[C:17]=3[N:18]=[CH:19][N:20]=2)[CH2:4][CH2:3]1.[C:34](Cl)(=[O:37])[CH2:35][CH3:36]>>[CH:2]1([CH2:5][O:6][C:7]2[CH:12]=[CH:11][C:10]([O:13][CH3:14])=[CH:9][C:8]=2[C:15]2[C:16]3[NH:23][C:22]([CH3:24])=[C:21]([C:25]([NH:27][CH:28]4[CH2:29][CH2:30][N:31]([C:34](=[O:37])[CH2:35][CH3:36])[CH2:32][CH2:33]4)=[O:26])[C:17]=3[N:18]=[CH:19][N:20]=2)[CH2:4][CH2:3]1 |f:0.1|. Procedure: Starting from 4-[2-(cyclopropylmethoxy)-5-methoxyphenyl]-6-methyl-N-piperidin-4-yl-5H-pyrrolo[3,2-d]pyrimidine-7-carboxamide hydrochloride (example D.f23) and commercially available propionyl chloride the title compound is obtained as colorless solid. Starting materials: CS(=O)(=O)Cl, N#Cc1ccc(-c2ccc3nc(N4CCC(O)C4)sc3c2)cc1, c1ccncc1. Product: CS(=O)(=O)OC1CCN(c2nc3ccc(-c4ccc(C#N)cc4)cc3s2)C1. As a reaction SMILES: [CH3:24][S:25]([Cl:26])(=[O:27])=[O:28].[OH:1][CH:2]1[CH2:3][N:4]([c:7]2[s:8][c:9]3[c:10]([n:11]2)[cH:12][cH:13][c:14](-[c:16]2[cH:17][cH:18][c:19]([C:20]#[N:21])[cH:22][cH:23]2)[cH:15]3)[CH2:5][CH2:6]1.[cH:29]1[cH:30][cH:31][n:32][cH:33][cH:34]1>>[O:1]([CH:2]1[CH2:3][N:4]([c:7]2[s:8][c:9]3[c:10]([n:11]2)[cH:12][cH:13][c:14](-[c:16]2[cH:17][cH:18][c:19]([C:20]#[N:21])[cH:22][cH:23]2)[cH:15]3)[CH2:5][CH2:6]1)[S:25]([CH3:24])(=[O:27])=[O:28].